From a dataset of the Open Reaction Database (ORD), a public repository of structured organic reaction records. describe an organic reaction: reactants, conditions, products, and yield The reactants are Cl.O(C1=CC=CC=C1)C=1C=CC=2C[C@@H]3[C@@H]4CCCC[C@@]4(C2C1)CCN3CC3CCC3 ((-)-3-phenoxy-N-cyclobutylmethylmorphinan hydrochloride). Solvent: CO (MeOH). Yields the product O(C1=CC=CC=C1)C=1C=CC=2C[C@@H]3[C@@H]4CCCC[C@@]4(C2C1)CCN3CC3CCC3 ((-)-3-Phenoxy-N-cyclobutylmethylmorphinan). Reaction SMILES: Cl.[O:2]([C:9]1[CH:10]=[CH:11][C:12]2[CH2:13][C@H:14]3[N:25]([CH2:26][CH:27]4[CH2:30][CH2:29][CH2:28]4)[CH2:24][CH2:23][C@@:20]4([C:21]=2[CH:22]=1)[C@H:15]3[CH2:16][CH2:17][CH2:18][CH2:19]4)[C:3]1[CH:8]=[CH:7][CH:6]=[CH:5][CH:4]=1>CO>[O:2]([C:9]1[CH:10]=[CH:11][C:12]2[CH2:13][C@H:14]3[N:25]([CH2:26][CH:27]4[CH2:30][CH2:29][CH2:28]4)[CH2:24][CH2:23][C@@:20]4([C:21]=2[CH:22]=1)[C@H:15]3[CH2:16][CH2:17][CH2:18][CH2:19]4)[C:3]1[CH:8]=[CH:7][CH:6]=[CH:5][CH:4]=1 |f:0.1|. Procedure details: The above base, 1.1 g. (0.003 mol), on treatment with hydrogen chloride (anhydrous) in ethyl acetate, afforded the crude hydrochloride which after crystallization from ethyl acetate gave 1.2 g. (100%) of pure (-)-3-phenoxy-N-cyclobutylmethylmorphinan hydrochloride, m.p. 175°-177°, [α]D25 =-66.59° (c 1.03, MeOH). The reactants are C(C=C)N=C=NCC=C (N,N'-bis(allyl)carbodiimide), N#CN (cyanamide). The solvent is ClCCCl (1,2-dichloroethane). Yields the product C(C=C)NC(=NC#N)NCC=C (N,N'-bis(allyl)-N"-cyanoguanidine). Reaction SMILES: [CH2:1]([N:4]=[C:5]=[N:6][CH2:7][CH:8]=[CH2:9])[CH:2]=[CH2:3].[N:10]#[C:11][NH2:12]>ClCCCl>[CH2:1]([NH:4][C:5]([NH:6][CH2:7][CH:8]=[CH2:9])=[N:12][C:11]#[N:10])[CH:2]=[CH2:3]. Procedure: A solution of 0.7 g N,N'-bis(allyl)carbodiimide in 10 ml of 1,2-dichloroethane is reacted with 0.27 g of cyanamide and the reaction mixture is worked up as described in Example 4. Recrystallisation from diethyl ether yields a crystalline product which melts at 66.5°-67.0° C.